This data is from the Open Reaction Database (ORD), a public repository of structured organic reaction records. The task is: describe an organic reaction: reactants, conditions, products, and yield Product: O=C(Cl)Cc1ccc(Cl)cc1. Starting materials: Br, O=C(O)Cc1ccc(Cl)cc1, O=S(Cl)Cl. RXN SMILES: [Br:16].[OH:1][C:2](=[O:3])[CH2:4][c:5]1[cH:6][cH:7][c:8]([Cl:9])[cH:10][cH:11]1.[S:12]([Cl:13])([Cl:14])=[O:15]>>[O:1]=[C:2]([CH2:4][c:5]1[cH:6][cH:7][c:8]([Cl:9])[cH:10][cH:11]1)[Cl:14]. Reactants: FC1=CC=C(C=C1)C1OC(C2=CC(=CC=C12)C(=O)N)=O (1-(4-fluoro-phenyl)-3-oxo-1,3-dihydro-isobenzofuran-5-carboxylic acid amide). The solvent is S(=O)(Cl)Cl (thionyl chloride), CN(C)C=O (DMF). Product: FC1=CC=C(C=C1)C1OC(C2=CC(=CC=C12)C#N)=O (1-(4-Fluoro-phenyl)-3-oxo-1,3-dihydro-isobenzofuran-5-carbonitrile). RXN SMILES: [F:1][C:2]1[CH:7]=[CH:6][C:5]([CH:8]2[C:16]3[C:11](=[CH:12][C:13]([C:17]([NH2:19])=O)=[CH:14][CH:15]=3)[C:10](=[O:20])[O:9]2)=[CH:4][CH:3]=1>S(Cl)(Cl)=O.CN(C=O)C>[F:1][C:2]1[CH:3]=[CH:4][C:5]([CH:8]2[C:16]3[C:11](=[CH:12][C:13]([C:17]#[N:19])=[CH:14][CH:15]=3)[C:10](=[O:20])[O:9]2)=[CH:6][CH:7]=1. Procedure details: A suspension of 1-(4-fluoro-phenyl)-3-oxo-1,3-dihydro-isobenzofuran-5-carboxylic acid amide (13.6 g, 0.05 mole) in thionyl chloride (40 mL) and DMF (0.25 mL) was heated at reflux for 2 hours. The thionyl chloride was then evaporated, and the residue was dissolved in hot IPA (100 mL). On cooling, crystals of the title compound were formed. Yield: 7.8 g (62%). 1H NMR (d6-DMSO): δ 6.87 (s, 1H), 7.26 (t, 2H), 7.42 (dd, 2H), 7.58 (d, 1H), 8.18 (dd, 1H), 8.48 (s, 1H). The reactants are CS(=O)C (DMSO), C(C(=O)Cl)(=O)Cl (oxalyl chloride), C(C)(C)N(CC)C(C)C (Diisopropylethylamine), C(C1=CC=CC=C1)O[C@H]1[C@H]2[C@@H]3CC[C@H]([C@@H](CCCO)C)[C@]3(CC[C@@H]2[C@]2(CC[C@H](C[C@@H]2C1)OC1OCCCC1)C)C (7α-Benzyloxy-3α-tetrahydropyranyloxy-5α-cholan-24-ol), C(=O)(O)[O-].[Na+] (NaHCO3). Run in C(Cl)Cl (CH2Cl2), C(Cl)Cl (CH2Cl2), C(Cl)Cl (CH2Cl2). Run at temperature -78 celsius, time 15 minute. Product: C(C1=CC=CC=C1)O[C@H]1[C@H]2[C@@H]3CC[C@H]([C@@H](CCC=O)C)[C@]3(CC[C@@H]2[C@]2(CC[C@@H](C[C@@H]2C1)OC1OCCCC1)C)C (7α-Benzyloxy-3β-tetrahydropyranyloxy-5α-cholan-24-al). The yield is 97.0%. RXN SMILES: CS(C)=O.C(Cl)(=O)C(Cl)=O.[CH2:11]([O:18][C@@H:19]1[CH2:41][C@@H:40]2[C@:35]([CH3:49])([CH2:36][CH2:37][C@@H:38]([O:42][CH:43]3[CH2:48][CH2:47][CH2:46][CH2:45][O:44]3)[CH2:39]2)[C@@H:34]2[C@@H:20]1[C@H:21]1[C@:31]([CH3:50])([CH2:32][CH2:33]2)[C@@H:24]([C@H:25]([CH3:30])[CH2:26][CH2:27][CH2:28][OH:29])[CH2:23][CH2:22]1)[C:12]1[CH:17]=[CH:16][CH:15]=[CH:14][CH:13]=1.C(N(C(C)C)CC)(C)C.C([O-])(O)=O.[Na+]>C(Cl)Cl>[CH2:11]([O:18][C@@H:19]1[CH2:41][C@@H:40]2[C@:35]([CH3:49])([CH2:36][CH2:37][C@H:38]([O:42][CH:43]3[CH2:48][CH2:47][CH2:46][CH2:45][O:44]3)[CH2:39]2)[C@@H:34]2[C@@H:20]1[C@H:21]1[C@:31]([CH3:50])([CH2:32][CH2:33]2)[C@@H:24]([C@H:25]([CH3:30])[CH2:26][CH2:27][CH:28]=[O:29])[CH2:23][CH2:22]1)[C:12]1[CH:13]=[CH:14][CH:15]=[CH:16][CH:17]=1 |f:4.5|. Procedure details: DMSO (0.01 ml, 0.14 mmol) in CH2Cl2 (0.1 ml) was added dropwise to a stirred solution of oxalyl chloride (0.008 ml, 0.0917 mmol) in anhydrous CH2Cl2 (2 ml) at -78° C. under anhydrous conditions (drying tube). This solution was stirred at -78° C. for 15 minutes. Steroid 2008 (0.0234 g, 0.0423 mmol) in dry CH2Cl2 (0.5 ml) was then added dropwise and the solution stirred for 40 minutes at -780° C. Diisopropylethylamine (DIPEA) (0.08 ml, 0.458 mmol) was added and the solution allowed to warm to 0° C... Reactants: C1(=CC=CC=C1)S(=O)(=O)Cl (benzenesulfonyl chloride), C(C)OC(CCN)=O (3-amino-propionic acid ethyl ester), C(C)(=O)OCC (ethyl acetate). Run in N1=CC=CC=C1 (pyridine). Run at time 18 hour. Yields the product C(C)OC(CCNS(=O)(=O)C1=CC=CC=C1)=O (3-benzenesulfonylaminopropionic acid ethyl ester). As a reaction SMILES: [C:1]1([S:7](Cl)(=[O:9])=[O:8])[CH:6]=[CH:5][CH:4]=[CH:3][CH:2]=1.[CH2:11]([O:13][C:14](=[O:18])[CH2:15][CH2:16][NH2:17])[CH3:12].C(OCC)(=O)C>N1C=CC=CC=1>[CH2:11]([O:13][C:14](=[O:18])[CH2:15][CH2:16][NH:17][S:7]([C:1]1[CH:6]=[CH:5][CH:4]=[CH:3][CH:2]=1)(=[O:9])=[O:8])[CH3:12]. Procedure: To a solution of benzenesulfonyl chloride (500 mg, 2.83 mmol) in pyridine (10 mL) is added 3-amino-propionic acid ethyl ester (672 mg, 8.49 mmol) and the mixture is stirred at room temperature for 18 hours. The mixture is poured into ethyl acetate and is washed with aqueous 1M HCl and brine. The organic phase is dried over magnesium sulfate and the solvent is removed under reduced pressure. The residue is purified by column chromatography using a gradient of 10-50% heptane/EtOAc to afford 3-benz... Starting materials: BrCCCBr, O=C([O-])[O-], CN(C)C=O, [K+], [K+], O=[N+]([O-])c1c(O)ccc2c1CCCC2. The product is O=[N+]([O-])c1c(OCCCBr)ccc2c1CCCC2. RXN SMILES: [Br:7][CH2:8][CH2:9][CH2:10][Br:11].[C:1](=[O:2])([O-:3])[O-:4].[CH3:26][N:27]([CH3:28])[CH:29]=[O:30].[K+:5].[K+:6].[OH:12][c:13]1[c:14]([N+:23](=[O:24])[O-:25])[c:15]2[c:20]([cH:21][cH:22]1)[CH2:19][CH2:18][CH2:17][CH2:16]2>>[Br:7][CH2:8][CH2:9][CH2:10][O:12][c:13]1[c:14]([N+:23](=[O:24])[O-:25])[c:15]2[c:20]([cH:21][cH:22]1)[CH2:19][CH2:18][CH2:17][CH2:16]2. Reactants: CO (methanol), C(C1=CC=C(C=C1)OC)=O.S(O)(O)(=O)=O (p-anisaldehyde sulfuric acid), CC1=C2[C@H](C(=O)[C@@]3([C@H](C[C@@H]4[C@]([C@H]3[C@@H]([C@@](C2(C)C)(C[C@@H]1OC(=O)[C@@H]([C@H](C=5C=CC=CC5)NC(=O)C=6C=CC=CC6)O)O)OC(=O)C=7C=CC=CC7)(CO4)OC(=O)C)O)C)OC(=O)C.C/C=C(\C)/C(=O)N[C@@H](C=1C=CC=CC1)[C@H](C(=O)O[C@H]2C[C@]3([C@H]([C@H]4[C@@]([C@H](C[C@@H]5[C@]4(CO5)OC(=O)C)O)(C(=O)[C@@H](C(=C2C)C3(C)C)OC(=O)C)C)OC(=O)C=6C=CC=CC6)O)O (Taxol cephalomannine). Solvent: C(Cl)(Cl)Cl (chloroform). Product: CC1=C2[C@H](C(=O)[C@@]3([C@H](C[C@@H]4[C@]([C@H]3[C@@H]([C@@](C2(C)C)(C[C@@H]1OC(=O)[C@@H]([C@H](C=5C=CC=CC5)NC(=O)C=6C=CC=CC6)O)O)OC(=O)C=7C=CC=CC7)(CO4)OC(=O)C)O)C)OC(=O)C (Taxol). RXN SMILES: CO.C(=O)C1C=CC(OC)=CC=1.S(=O)(=O)(O)O.[CH3:18][C:19]1[C@@H:36]([O:37][C:38]([C@H:40]([OH:57])[C@@H:41]([NH:48][C:49]([C:51]2[CH:52]=[CH:53][CH:54]=[CH:55][CH:56]=2)=[O:50])[C:42]2[CH:43]=[CH:44][CH:45]=[CH:46][CH:47]=2)=[O:39])[CH2:35][C@:31]2([OH:58])[C:32]([CH3:34])([CH3:33])[C:20]=1[C@@H:21]([O:76][C:77]([CH3:79])=[O:78])[C:22]([C@@:24]1([CH3:75])[C@H:29]([C@@H:30]2[O:59][C:60]([C:62]2[CH:63]=[CH:64][CH:65]=[CH:66][CH:67]=2)=[O:61])[C@:28]2([O:70][C:71]([CH3:73])=[O:72])[CH2:68][O:69][C@@H:27]2[CH2:26][C@@H:25]1[OH:74])=[O:23].C/C=C(/C(N[C@H]([C@@H](O)C(O[C@@H]1C(C)=C2C(C)(C)[C@](O)([C@@H](OC(C3C=CC=CC=3)=O)[C@@H]3[C@]4(OC(C)=O)CO[C@@H]4C[C@H](O)[C@@]3(C)C([C@@H]2OC(C)=O)=O)C1)=O)C1C=CC=CC=1)=O)\C>C(Cl)(Cl)Cl>[CH3:18][C:19]1[C@@H:36]([O:37][C:38]([C@H:40]([OH:57])[C@@H:41]([NH:48][C:49]([C:51]2[CH:56]=[CH:55][CH:54]=[CH:53][CH:52]=2)=[O:50])[C:42]2[CH:43]=[CH:44][CH:45]=[CH:46][CH:47]=2)=[O:39])[CH2:35][C@:31]2([OH:58])[C:32]([CH3:33])([CH3:34])[C:20]=1[C@@H:21]([O:76][C:77]([CH3:79])=[O:78])[C:22]([C@@:24]1([CH3:75])[C@H:29]([C@@H:30]2[O:59][C:60]([C:62]2[CH:67]=[CH:66][CH:65]=[CH:64][CH:63]=2)=[O:61])[C@:28]2([O:70][C:71]([CH3:73])=[O:72])[CH2:68][O:69][C@@H:27]2[CH2:26][C@@H:25]1[OH:74])=[O:23] |f:1.2,3.4|. Procedure: In this fraction, 8 components were identified using 5% it methanol in chloroform as a developing system and p-anisaldehyde/sulfuric acid as a visualizing reagent. Taxol-cephalomannine mixture appeared as a bluish-gray spot, with a Rf value of 0.62.